The task is: describe an organic reaction: reactants, conditions, products, and yield. This data is from the Open Reaction Database (ORD), a public repository of structured organic reaction records. RXN SMILES: [CH2:18]([CH2:19][CH3:20])[OH:21].[cH:1]1[cH:2][cH:3][cH:4][c:5]2[c:11]1-[c:10]1[c:9]([cH:15][cH:14][cH:13][cH:12]1)[CH2:8][N:7]([C:16]#[N:17])[CH2:6]2>>[cH:1]1[cH:2][cH:3][cH:4][c:5]2[c:11]1-[c:10]1[c:9]([cH:15][cH:14][cH:13][cH:12]1)[CH2:8][N:7]([C:16](=[NH:17])[O:21][CH2:18][CH2:19][CH3:20])[CH2:6]2. The product is CCCOC(=N)N1Cc2ccccc2-c2ccccc2C1. Reactants: CCCO, N#CN1Cc2ccccc2-c2ccccc2C1. Starting materials: FC=1C=C(C=CC1F)NC(C1CCNCC1)C1=CC=C(C=C1)F (4-[[(3,4-difluorophenyl)amino](4-fluorophenyl)methyl]piperidine), BrCCOC1=CC2=CC=CC=C2C=C1 (2-(2-bromoethoxy)naphthalene), C([O-])(O)=O.[Na+] (sodium bicarbonate), [I-].[Na+] (sodium iodide), Cl (HCl). The solvent is C(CCC)O (1-butanol). Product: Cl.Cl.FC=1C=C(C=CC1F)NC(C1CCN(CC1)CCOC1=CC2=CC=CC=C2C=C1)C1=CC=C(C=C1)F (N-(3,4-Difluorophenyl)-α-(4-fluorophenyl)-1-[2-(2-naphthalenyloxy)ethyl]-4-piperidinemethanamine dihydrochloride). RXN SMILES: [F:1][C:2]1[CH:3]=[C:4]([NH:9][CH:10]([C:17]2[CH:22]=[CH:21][C:20]([F:23])=[CH:19][CH:18]=2)[CH:11]2[CH2:16][CH2:15][NH:14][CH2:13][CH2:12]2)[CH:5]=[CH:6][C:7]=1[F:8].Br[CH2:25][CH2:26][O:27][C:28]1[CH:37]=[CH:36][C:35]2[C:30](=[CH:31][CH:32]=[CH:33][CH:34]=2)[CH:29]=1.C(=O)(O)[O-].[Na+].[I-].[Na+].[ClH:45]>C(O)CCC>[ClH:45].[ClH:45].[F:1][C:2]1[CH:3]=[C:4]([NH:9][CH:10]([C:17]2[CH:18]=[CH:19][C:20]([F:23])=[CH:21][CH:22]=2)[CH:11]2[CH2:16][CH2:15][N:14]([CH2:25][CH2:26][O:27][C:28]3[CH:37]=[CH:36][C:35]4[C:30](=[CH:31][CH:32]=[CH:33][CH:34]=4)[CH:29]=3)[CH2:13][CH2:12]2)[CH:5]=[CH:6][C:7]=1[F:8] |f:2.3,4.5,8.9.10|. Procedure: A mixture of 4.20 g (0.010 mol) of 4-[[(3,4-difluorophenyl)amino](4-fluorophenyl)methyl]piperidine, 2.90 g (0.012 mol) of 2-(2-bromoethoxy)naphthalene, 8.1 g (0.096 mol) of sodium bicarbonate, and a trace of sodium iodide in 400 mL of 1-butanol was heated at reflux for 16 h. The solvent was removed in vacuo, and the residue was partitioned between CH2Cl2 and dilute NaOH. The CH2Cl2 solution was dried (Na2SO4), and the solvent was removed in vacuo to give a gum. This was subjected to flash column... The reactants are FC1=CC=C2NCC(NC2=C1)=O (7-fluoro-3,4-dihydro-2(1H)-quinoxalinone). Reagents/catalysts: [O-2].[O-2].[Mn+4] (manganese dioxide). Run in ClCCl.CO (dichloromethane methanol). Yields the product FC1=CC=C2N=CC(NC2=C1)=O (7-Fluoro-2(1H)-quinoxalinone). Yield: 47.7%. Reaction SMILES: [F:1][C:2]1[CH:11]=[C:10]2[C:5]([NH:6][CH2:7][C:8](=[O:12])[NH:9]2)=[CH:4][CH:3]=1>ClCCl.CO.[O-2].[O-2].[Mn+4]>[F:1][C:2]1[CH:11]=[C:10]2[C:5]([N:6]=[CH:7][C:8](=[O:12])[NH:9]2)=[CH:4][CH:3]=1 |f:1.2,3.4.5|. Procedure: A solution of 7-fluoro-3,4-dihydro-2(1H)-quinoxalinone (15.65 g, 92.88 mmol) in dichloromethane/methanol (1:1, 600 mL) was stirred with manganese dioxide (78.25 g) at room temperature for 1.5 h. The mixture was filtered through kieselguhr, washing through several times with 10% methanol/dichloromethane (˜1 L), and the filtrate was evaporated to give the product (7.27 g). Extraction of the residual filtration solids several times with dimethylformamide at 60-70° C., followed by filtration and eva... Reactants: O.[OH-].[Li+] (lithium hydroxide hydrate), ClC1=CC2=C(C(=C(S2)C(=O)OC)SCC#N)C=C1 (methyl 6-chloro-3-[(cyanomethyl)thio]-1-benzothiophene-2-carboxylate), 1h. The solvent is Cl (hydrochloric acid), C(C)(=O)OCC (ethyl acetate), CN(C)C=O (DMF). Product: ClC1=CC2=C(C3=C(S2)C(=C(S3)C#N)O)C=C1 (6-chloro-3-hydroxythieno[3,2-b][1]benzothiophene-2-carbonitrile). Isolated yield 43.5%. RXN SMILES: [Cl:1][C:2]1[CH:18]=[CH:17][C:5]2[C:6]([S:13][CH2:14][C:15]#[N:16])=[C:7]([C:9](OC)=[O:10])[S:8][C:4]=2[CH:3]=1.O.[OH-].[Li+]>CN(C=O)C.Cl.C(OCC)(=O)C>[Cl:1][C:2]1[CH:18]=[CH:17][C:5]2[C:6]3[S:13][C:14]([C:15]#[N:16])=[C:9]([OH:10])[C:7]=3[S:8][C:4]=2[CH:3]=1 |f:1.2.3|. Procedure details: A solution of methyl 6-chloro-3-[(cyanomethyl)thio]-1-benzothiophene-2-carboxylate (1.01 g, 3.4 mmol) in DMF (20 mL) was cooled to 0° C., and lithium hydroxide hydrate (171 mg, 1.2 eq) was added in a single portion. After 1h, the solution was warmed to room temperature and stirred for an additional hour. The reaction solution was diluted with aq. hydrochloric acid and ethyl acetate. The organic layer was washed with water and brine, dried, filtered, evaporated, and recrystallized (EtOH) to provi... Reactants: CC(C)(C)OC(=O)C1CCCN1CC(O)C(Cc1ccccc1)NC(=O)C(N)CC(N)=O, O=C=NCc1ccccc1, ClCCl. Product: CC(C)(C)OC(=O)C1CCCN1CC(O)C(Cc1ccccc1)NC(=O)C(CC(N)=O)NC(=O)NCc1ccccc1. As a reaction SMILES: [C:1]([CH3:2])([CH3:3])([CH3:4])[O:5][C:6]([CH:7]1[N:8]([CH2:12][CH:13]([CH:14]([CH2:15][c:16]2[cH:17][cH:18][cH:19][cH:20][cH:21]2)[NH:22][C:23]([CH:24]([NH2:25])[CH2:26][C:27]([NH2:28])=[O:29])=[O:30])[OH:31])[CH2:9][CH2:10][CH2:11]1)=[O:32].[CH2:33]([c:34]1[cH:35][cH:36][cH:37][cH:38][cH:39]1)[N:40]=[C:41]=[O:42].[Cl:43][CH2:44][Cl:45]>>[C:1]([CH3:2])([CH3:3])([CH3:4])[O:5][C:6]([CH:7]1[N:8]([CH2:12][CH:13]([CH:14]([CH2:15][c:16]2[cH:17][cH:18][cH:19][cH:20][cH:21]2)[NH:22][C:23]([CH:24]([NH:25][C:41]([NH:40][CH2:33][c:34]2[cH:35][cH:36][cH:37][cH:38][cH:39]2)=[O:42])[CH2:26][C:27]([NH2:28])=[O:29])=[O:30])[OH:31])[CH2:9][CH2:10][CH2:11]1)=[O:32]. The reactants are CC1=CC(=C(N)C=C1)[N+](=O)[O-] (4-methyl-2-nitroaniline), IC1=CC=C(C=C1)CCO (4-iodophenylethyl alcohol). The product is CC1=CC(=C(NC2=C(C=CC=C2)CCO)C=C1)[N+](=O)[O-] (2-[(4-Methyl-2-nitroanilino)phenyl]ethanol). RXN SMILES: [CH3:1][C:2]1[CH:8]=[CH:7][C:5]([NH2:6])=[C:4]([N+:9]([O-:11])=[O:10])[CH:3]=1.I[C:13]1[CH:18]=[CH:17][C:16]([CH2:19][CH2:20][OH:21])=[CH:15][CH:14]=1>>[CH3:1][C:2]1[CH:8]=[CH:7][C:5]([NH:6][C:15]2[CH:14]=[CH:13][CH:18]=[CH:17][C:16]=2[CH2:19][CH2:20][OH:21])=[C:4]([N+:9]([O-:11])=[O:10])[CH:3]=1. Procedure: The title compound was prepared according to the procedure described in step 1 Example 45 from 4-methyl-2-nitroaniline and 4-iodophenylethyl alcohol. Starting materials: C1CCOC1, COC(=O)c1ccc(OCCCc2ccc(OCCCC3OCC(C)(C)CO3)cc2)c(C(=O)NC2CCCC(C(=O)OC)C2)c1, CO, Cl, [Na+], [OH-]. Product: COC(=O)c1ccc(OCCCc2ccc(OCCCC3OCC(C)(C)CO3)cc2)c(C(=O)NC2CCCC(C(=O)O)C2)c1. Reaction SMILES: [CH2:49]1[O:50][CH2:51][CH2:52][CH2:53]1.[CH3:1][C:2]1([CH3:45])[CH2:3][O:4][CH:5]([CH2:8][CH2:9][CH2:10][O:11][c:12]2[cH:13][cH:14][c:15]([CH2:18][CH2:19][CH2:20][O:21][c:22]3[c:23]([C:32](=[O:33])[NH:34][CH:35]4[CH2:36][CH:37]([C:41](=[O:42])[O:43][CH3:44])[CH2:38][CH2:39][CH2:40]4)[cH:24][c:25]([C:26](=[O:27])[O:28][CH3:29])[cH:30][cH:31]3)[cH:16][cH:17]2)[O:6][CH2:7]1.[CH3:47][OH:48].[ClH:46].[Na+:55].[OH-:54]>>[CH3:1][C:2]1([CH3:45])[CH2:3][O:4][CH:5]([CH2:8][CH2:9][CH2:10][O:11][c:12]2[cH:13][cH:14][c:15]([CH2:18][CH2:19][CH2:20][O:21][c:22]3[c:23]([C:32](=[O:33])[NH:34][CH:35]4[CH2:36][CH:37]([C:41](=[O:42])[OH:43])[CH2:38][CH2:39][CH2:40]4)[cH:24][c:25]([C:26](=[O:27])[O:28][CH3:29])[cH:30][cH:31]3)[cH:16][cH:17]2)[O:6][CH2:7]1. Reactants: [N+](=O)([O-])C1=CC=C(OCCCCN2C(C3=CC=CC=C3C2=O)=O)C=C1 (2-[4-(4-Nitrophenoxy)butyl]-1H-isoindole-1,3 (2H)-dione), NN (hydrazine). The solvent is C(C)O (ethanol). The product is hydrochloride salt, [N+](=O)([O-])C1=CC=C(OCCCCN)C=C1 (4-[4-Nitrophenoxy]butaneamine). RXN SMILES: [N+:1]([C:4]1[CH:25]=[CH:24][C:7]([O:8][CH2:9][CH2:10][CH2:11][CH2:12][N:13]2C(=O)C3C(=CC=CC=3)C2=O)=[CH:6][CH:5]=1)([O-:3])=[O:2].NN>C(O)C>[N+:1]([C:4]1[CH:25]=[CH:24][C:7]([O:8][CH2:9][CH2:10][CH2:11][CH2:12][NH2:13])=[CH:6][CH:5]=1)([O-:3])=[O:2]. Reported procedure: A suspension of 62.6 g of 2-[4-(4-nitrophenoxy)butyl]-1H-isoindole-1,3(2H)-dione (Example 33) in one liter of ethanol is treated with 6.5 ml of hydrazine, and the mixture then stirred at reflux for 18 hours. After cooling to room temperature, the precipitate is collected, washed with 250 ml of hot 2.5N HCl, and 200 ml of hot H2O. The combined acid and water washes are taken to dryness to obtain the hydrochloride salt of the title compound. Mass spectrometry shows the presence of the title compou...